This data is from the Open Reaction Database (ORD), a public repository of structured organic reaction records. The task is: describe an organic reaction: reactants, conditions, products, and yield Reaction SMILES: [C:1]([C:3]1[C:10]([Cl:11])=[CH:9][C:6]([CH2:7]Br)=[CH:5][C:4]=1[Cl:12])#[N:2].C(C1C=CC(C[N:20]2[C:24]([CH:25]=[O:26])=[CH:23][N:22]=[CH:21]2)=CC=1F)#N>>[C:1]([C:3]1[C:10]([Cl:11])=[CH:9][C:6]([CH2:7][N:20]2[C:24]([CH:25]=[O:26])=[CH:23][N:22]=[CH:21]2)=[CH:5][C:4]=1[Cl:12])#[N:2]. Yields the product C(#N)C1=C(C=C(CN2C=NC=C2C=O)C=C1Cl)Cl (1-(4-Cyano-3,5-dichlorobenzyl)-5-imidazolecarboxaldehyde). Procedure: The titled product was prepared from the product of Step C using the same procedures as those described in Example 1, Steps D through G for the preparation of 1-(4-cyano-3-fluorobenzyl)-5-imidazolecarboxaldehyde. Reactants: C(#N)C1=C(C=C(CBr)C=C1Cl)Cl (4-Cyano-3,5-dichlorobenzyl Bromide), C(#N)C1=C(C=C(CN2C=NC=C2C=O)C=C1)F (1-(4-cyano-3-fluorobenzyl)-5-imidazolecarboxaldehyde). Reactants: C1CN2CCN1CC2, CNC1C=CCC2CNCC21, CC#N, CN(C)C=O, C=Cc1c(F)c(F)c(F)c2c1c(=O)c(C(=O)O)cn2C1CC1, O. The product is C=Cc1c(F)c(N2CC3CC=CC(NC)C3C2)c(F)c2c1c(=O)c(C(=O)O)cn2C1CC1. As a reaction SMILES: [CH2:34]1[N:35]2[CH2:36][CH2:37][N:38]([CH2:39][CH2:40]2)[CH2:41]1.[CH3:23][NH:24][CH:25]1[CH:26]2[CH2:27][NH:28][CH2:29][CH:30]2[CH2:31][CH:32]=[CH:33]1.[CH3:43][C:44]#[N:45].[CH3:46][N:47]([CH3:48])[CH:49]=[O:50].[CH:1]1([n:4]2[cH:5][c:6]([C:20](=[O:21])[OH:22])[c:7](=[O:19])[c:8]3[c:9]([CH:17]=[CH2:18])[c:10]([F:16])[c:11]([F:15])[c:12]([F:14])[c:13]23)[CH2:2][CH2:3]1.[OH2:42]>>[CH:1]1([n:4]2[cH:5][c:6]([C:20](=[O:21])[OH:22])[c:7](=[O:19])[c:8]3[c:9]([CH:17]=[CH2:18])[c:10]([F:16])[c:11]([N:28]4[CH2:27][CH:26]5[CH:25]([NH:24][CH3:23])[CH:33]=[CH:32][CH2:31][CH:30]5[CH2:29]4)[c:12]([F:14])[c:13]23)[CH2:2][CH2:3]1. The reactants are C1OC=2C=C(CCN)C=CC2OC1 (3,4-ethylenedioxyphenethylamine), ClC=1C2=C(N=C(N1)C=1C=NC=CC1)SC(=C2)Cl (4-chloro-2-(pyridin-3-yl)-6-chloro-thieno-[2,3-d]-pyrimidine). Product: N1=CC(=CC=C1)C=1N=C(C2=C(N1)SC(=C2)Cl)NCCC2=CC1=C(C=C2)OCCO1 (2-(pyridin-3-yl)-4-(3,4-ethylenedioxyphenethylamino)-6-chloro-thieno-[2,3-d]-pyrimidine). Reaction SMILES: [CH2:1]1[CH2:13][O:12][C:11]2[CH:10]=[CH:9][C:5]([CH2:6][CH2:7][NH2:8])=[CH:4][C:3]=2[O:2]1.Cl[C:15]1[C:16]2[CH:29]=[C:28]([Cl:30])[S:27][C:17]=2[N:18]=[C:19]([C:21]2[CH:22]=[N:23][CH:24]=[CH:25][CH:26]=2)[N:20]=1>>[N:23]1[CH:24]=[CH:25][CH:26]=[C:21]([C:19]2[N:20]=[C:15]([NH:8][CH2:7][CH2:6][C:5]3[CH:9]=[CH:10][C:11]4[O:12][CH2:13][CH2:1][O:2][C:3]=4[CH:4]=3)[C:16]3[CH:29]=[C:28]([Cl:30])[S:27][C:17]=3[N:18]=2)[CH:22]=1. Procedure details: With the procedure of Example 1, the reaction of 3,4-ethylenedioxyphenethylamine with 4-chloro-2-(pyridin-3-yl)-6-chloro-thieno-[2,3-d]-pyrimidine yields 2-(pyridin-3-yl)-4-(3,4-ethylenedioxyphenethylamino)-6-chloro-thieno-[2,3-d]-pyrimidine. The reactants are C(C1=CC=CC=C1)OC1=CC=C2C(NC=NC2=C1)=O (7-Benzyloxy-3,4-dihydroquinazolin-4-one), C(C(C)(C)C)(=O)OCCl (chloromethyl pivalate), [H-].[Na+] (sodium hydride), suspension. The solvent is CN(C)C=O (DMF). Conditions: temperature 7.5 celsius, time 1 hour. Product: C(C1=CC=CC=C1)OC1=CC=C2C(N(C=NC2=C1)COC(C(C)(C)C)=O)=O (7-benzyloxy-3-((pivaloyloxy)methyl)-3,4-dihydroquinazolin-4-one). The yield is 92.0%. As a reaction SMILES: [CH2:1]([O:8][C:9]1[CH:18]=[C:17]2[C:12]([C:13](=[O:19])[NH:14][CH:15]=[N:16]2)=[CH:11][CH:10]=1)[C:2]1[CH:7]=[CH:6][CH:5]=[CH:4][CH:3]=1.[H-].[Na+].[C:22]([O:28][CH2:29]Cl)(=[O:27])[C:23]([CH3:26])([CH3:25])[CH3:24]>CN(C=O)C>[CH2:1]([O:8][C:9]1[CH:18]=[C:17]2[C:12]([C:13](=[O:19])[N:14]([CH2:29][O:28][C:22](=[O:27])[C:23]([CH3:26])([CH3:25])[CH3:24])[CH:15]=[N:16]2)=[CH:11][CH:10]=1)[C:2]1[CH:7]=[CH:6][CH:5]=[CH:4][CH:3]=1 |f:1.2|. Procedure details: 7-Benzyloxy-3,4-dihydroquinazolin-4-one (7.0 g, 27 mmol) was suspended in dry DMF (50 ml) and cooled to 5-10° C., then sodium hydride was added (1.22 g of a 60% suspension in mineral oil, 30 mmol). The reaction mixture was allowed to return to ambient temperature and chloromethyl pivalate (4.75 g, 31.5 mmol) was added over 10 minutes and the mixture stirred for 1 hour. The reaction mixture was quenched with water (250 ml), the aqueous phase adjusted to pH5 and extracted with ether (300 ml×3). Th... Starting materials: COC(C1=C(C=C(C=C1)OC)CBr)=O (2-Bromomethyl-4-methoxy-benzoic acid methyl ester), N (ammonia). Run in CO (MeOH), [NH4+].[OH-] (NH4OH). The product is COC=1C=C2CNC(C2=CC1)=O (5-Methoxy-2,3-dihydro-isoindol-1-one). RXN SMILES: C[O:2][C:3](=O)[C:4]1[CH:9]=[CH:8][C:7]([O:10][CH3:11])=[CH:6][C:5]=1[CH2:12]Br.[NH3:15]>CO.[NH4+].[OH-]>[CH3:11][O:10][C:7]1[CH:6]=[C:5]2[C:4](=[CH:9][CH:8]=1)[C:3](=[O:2])[NH:15][CH2:12]2 |f:3.4|. Reported procedure: 2-Bromomethyl-4-methoxy-benzoic acid methyl ester, 2% ammonia in MeOH (4 mL) and NH4OH (1.5 mL) were stirred for at 18 hours at room temperature. The reaction was partitioned between CH2Cl2 and water and the organic layer was washed with brine and dried over anhydrous Na2SO4. The solvent was removed under reduced pressure to afford a white solid (151 mg). 1H NMR (300 MHz, CDCl3): δ 7.80 (d, 2H), 7.02 (dd, 1H), 6.97 (s, 1H), 4.44 (s, 2H), 3.90 (s, 3H). Starting materials: C1CCOC1, CN(CCCO)c1nc(Cl)c(C#N)cc1F, O=C(N=NC(=O)N1CCCCC1)N1CCCCC1, CCOC(=O)CC1CCc2cc(O)ccc21, c1ccc(P(c2ccccc2)c2ccccc2)cc1. Yields the product CCOC(=O)CC1CCc2cc(OCCCN(C)c3nc(Cl)c(C#N)cc3F)ccc21. As a reaction SMILES: [CH2:70]1[O:71][CH2:72][CH2:73][CH2:74]1.[Cl:1][c:2]1[c:3]([C:4]#[N:5])[cH:6][c:7]([F:16])[c:8]([N:10]([CH3:11])[CH2:12][CH2:13][CH2:14][OH:15])[n:9]1.[N:52]([C:53]([N:54]1[CH2:55][CH2:56][CH2:57][CH2:58][CH2:59]1)=[O:60])=[N:61][C:62]([N:63]1[CH2:64][CH2:65][CH2:66][CH2:67][CH2:68]1)=[O:69].[OH:17][c:18]1[cH:19][c:20]2[c:24]([cH:25][cH:26]1)[CH:23]([CH2:27][C:28](=[O:29])[O:30][CH2:31][CH3:32])[CH2:22][CH2:21]2.[c:33]1([P:34]([c:35]2[cH:36][cH:37][cH:38][cH:39][cH:40]2)[c:41]2[cH:42][cH:43][cH:44][cH:45][cH:46]2)[cH:47][cH:48][cH:49][cH:50][cH:51]1>>[Cl:1][c:2]1[c:3]([C:4]#[N:5])[cH:6][c:7]([F:16])[c:8]([N:10]([CH3:11])[CH2:12][CH2:13][CH2:14][O:15][c:18]2[cH:19][c:20]3[c:24]([cH:25][cH:26]2)[CH:23]([CH2:27][C:28](=[O:29])[O:30][CH2:31][CH3:32])[CH2:22][CH2:21]3)[n:9]1. Starting materials: pyrrole C-H, O (water), OC1=C2C(NC=N1)=NC=C2 (4-hydroxypyrrolo[2,3-d]pyrimidine), C[Si](C)(C)C(C(=O)N)[Si](C)(C)C (bis(trimethylsilyl)acetamide), BrN1C(CCC1=O)=O (N-bromosuccinimide). Solvent: CN(C)C=O (DMF). Run at temperature 40 celsius, time 2 hour. The product is OC1=C2C(NC=N1)=NC=C2Br (4-hydroxy-5-bromopyrrolo-[2,3-d]pyrimidine). Isolated yield 75.8%. As a reaction SMILES: [OH:1][C:2]1[N:7]=[CH:6][NH:5][C:4]2=[N:8][CH:9]=[CH:10][C:3]=12.C[Si](C([Si](C)(C)C)C(N)=O)(C)C.[Br:23]N1C(=O)CCC1=O.O>CN(C=O)C>[OH:1][C:2]1[N:7]=[CH:6][NH:5][C:4]2=[N:8][CH:9]=[C:10]([Br:23])[C:3]=12. Procedure details: To a solution of 1.0 g of 4-hydroxypyrrolo[2,3-d]pyrimidine in 20 ml of DMF, 3.8 g (2.5 eq) of bis(trimethylsilyl)acetamide was added, and the resulting solution was stirred at 40° C. in an oil bath for about two hours. Completeness of silylation was indicated by NMR analysis of an aliquot showing disappearance of the N-3 proton signal. The reaction was cooled to ambient temperature and 1.6 g (1.2 eq) of N-bromosuccinimide (NBS), was added in one portion. The reaction mixture was protected from ... Reactants: BrCCCBr, O=C([O-])[O-], CN(C)C=O, COc1cc2c(Oc3ccc(NC(=O)N(C)C)c(Cl)c3)ncnc2cc1O, [K+], [K+], O. Product: COc1cc2c(Oc3ccc(NC(=O)N(C)C)c(Cl)c3)ncnc2cc1OCCCBr. As a reaction SMILES: [Br:34][CH2:35][CH2:36][CH2:37][Br:38].[C:28](=[O:29])([O-:30])[O-:31].[CH3:40][N:41]([CH3:42])[CH:43]=[O:44].[Cl:1][c:2]1[c:3]([NH:22][C:23]([N:24]([CH3:25])[CH3:26])=[O:27])[cH:4][cH:5][c:6]([O:8][c:9]2[n:10][cH:11][n:12][c:13]3[cH:14][c:15]([OH:21])[c:16]([O:19][CH3:20])[cH:17][c:18]23)[cH:7]1.[K+:32].[K+:33].[OH2:39]>>[Cl:1][c:2]1[c:3]([NH:22][C:23]([N:24]([CH3:25])[CH3:26])=[O:27])[cH:4][cH:5][c:6]([O:8][c:9]2[n:10][cH:11][n:12][c:13]3[cH:14][c:15]([O:21][CH2:37][CH2:36][CH2:35][Br:34])[c:16]([O:19][CH3:20])[cH:17][c:18]23)[cH:7]1. Starting materials: ClC=1C=C(C=CC1Cl)C1(CCCCC1)C(=O)N(C)C (1-(3,4-dichlorophenyl)-N,N-dimethylcyclohexanecarboxamide), Cl (HCl). Yields the product ClC=1C=C(C=CC1Cl)C1(CCCCC1)CN(C)C (1-(1-(3,4-dichlorophenyl)cyclohexyl)-N,N-dimethylmethanamine), product. As a reaction SMILES: [Cl:1][C:2]1[CH:3]=[C:4]([C:9]2([C:15]([N:17]([CH3:19])[CH3:18])=O)[CH2:14][CH2:13][CH2:12][CH2:11][CH2:10]2)[CH:5]=[CH:6][C:7]=1[Cl:8].Cl>>[Cl:1][C:2]1[CH:3]=[C:4]([C:9]2([CH2:15][N:17]([CH3:19])[CH3:18])[CH2:14][CH2:13][CH2:12][CH2:11][CH2:10]2)[CH:5]=[CH:6][C:7]=1[Cl:8]. Procedure details: The title compound was synthesized from 1-(3,4-dichlorophenyl)-N,N-dimethylcyclohexanecarboxamide (71 mg, 0.24 mmol) using General Procedure E followed by HCl salt formation. The crude HCl salt was recrystallized from CH3CN (3 mL) to afford the product as an off-white solid. HPLC Rt=8.70 min; 1H NMR (400 mHz, MeOH-d4) 7.72 (d, J=2.44 Hz, 1H), 7.63 (d, J=8.55 Hz, 1H), 7.49 (dd, J=2.44, 8.55 Hz, 1 H), 3.47 (bs, 2H), 3.32 (s, 6H), 2.28-2.24 (bs, 2H), 1.81-1.39 (m, 8H); LCMS 9.79 min, (M+1)+ 286@10....